This data is from the Open Reaction Database (ORD), a public repository of structured organic reaction records. The task is: describe an organic reaction: reactants, conditions, products, and yield The reactants are FC(C(=O)O)(F)F (Trifluoroacetic acid), C1(CC1)CN1C([C@@H](CCC[C@@H]1C1=CC=CC=C1)NC(OC(C)(C)C)=O)=O (tert-butyl (3R,7R)-1-(cyclopropylmethyl)-2-oxo-7-phenylazepan-3-ylcarbamate). Run in ClCCl (dichloromethane). Conditions: time 1 hour. The product is N[C@H]1C(N([C@H](CCC1)C1=CC=CC=C1)CC1CC1)=O ((3R,7R)-3-Amino-1-(cyclopropylmethyl)-7-phenylazepan-2-one). Yield: 89.2%. Reaction SMILES: FC(F)(F)C(O)=O.[CH:8]1([CH2:11][N:12]2[C@@H:18]([C:19]3[CH:24]=[CH:23][CH:22]=[CH:21][CH:20]=3)[CH2:17][CH2:16][CH2:15][C@@H:14]([NH:25]C(=O)OC(C)(C)C)[C:13]2=[O:33])[CH2:10][CH2:9]1>ClCCl>[NH2:25][C@@H:14]1[CH2:15][CH2:16][CH2:17][C@H:18]([C:19]2[CH:20]=[CH:21][CH:22]=[CH:23][CH:24]=2)[N:12]([CH2:11][CH:8]2[CH2:9][CH2:10]2)[C:13]1=[O:33]. Procedure: Trifluoroacetic acid (2.5 mL) was added to a solution tert-butyl (3R,7R)-1-(cyclopropylmethyl)-2-oxo-7-phenylazepan-3-ylcarbamate (82 mg, 0.23 mmol) in dichloromethane (5 mL). After 1 h, the mixture was concentrated and aqueous saturated sodium bicarbonate was added. The mixture was extracted with dichlormethane (2×), and the combined organic extracts were dried over magnesium sulfate, filtered, and concentrated to give the title compound (53 mg). 1H NMR (500 MHz, CDCl3) δ 7.40–7.37 (m, 2H), 7.3... Reactants: C[Si](N=C(C(=N[Si](C)(C)C)C1=C(C(=C(C(=C1F)F)F)F)F)C1=C(C(=C(C(=C1F)F)F)F)F)(C)C (N,N'-bis(trimethylsilyl)-1,2-di(pentafluorophenyl)-ethanediimine), C(=O)(Cl)Cl (phosgene). Yields the product FC1=C(C(=C(C(=C1C1=NC(N=C1C1=C(C(=C(C(=C1F)F)F)F)F)=O)F)F)F)F (4,5-di(pentafluorophenyl)-2H-imidazol-2-one). The yield is 82.0%. RXN SMILES: C[Si](C)(C)[N:3]=[C:4]([C:22]1[C:27]([F:28])=[C:26]([F:29])[C:25]([F:30])=[C:24]([F:31])[C:23]=1[F:32])[C:5]([C:11]1[C:16]([F:17])=[C:15]([F:18])[C:14]([F:19])=[C:13]([F:20])[C:12]=1[F:21])=[N:6][Si](C)(C)C.[C:35](Cl)(Cl)=[O:36]>>[F:28][C:27]1[C:22]([C:4]2[C:5]([C:11]3[C:16]([F:17])=[C:15]([F:18])[C:14]([F:19])=[C:13]([F:20])[C:12]=3[F:21])=[N:6][C:35](=[O:36])[N:3]=2)=[C:23]([F:32])[C:24]([F:31])=[C:25]([F:30])[C:26]=1[F:29]. Reported procedure: Analogous to Example 13, 5.33 g (10 mmol) of N,N'-bis(trimethylsilyl)-1,2-di(pentafluorophenyl)-ethanediimine, which was made in Example 2, was reacted with 10 mmol (1.0 g) of phosgene to yield 3.4 g (8.2 mmol, 82%) of 4,5-di(pentafluorophenyl)-2H-imidazol-2-one as a dark red solid. This product is also referred to as decafluorobenzilimidazolone. 3C[1H]NMR (δ; CDCl3) 177.6 ppm (>C=O--; s), 156.2 ppm (>C=N--; t, J3 =13.4 Hz), 112.6 ppm (i, t, J2 =23.6 Hz), 138.1 ppm (dt, J1 =254 Hz), 142.7 (dm, J... Starting materials: C1(CC1)S(=O)(=O)C1=CC=C(C=C1)C(CC1CCOCC1)C(C=CC)=O (2-[4-(cyclopropylsulfonyl)phenyl]-1-(tetrahydro-2H-pyran-4-yl)hex-4-en-3-one), C(C)O (ethanol), O1CCCC1 (tetrahydrofuran), OC(C(C)(C)O)C=1C=CC(=NC1)C=O (5-(1,2-dihydroxy-2-methylpropyl)pyridine-2-carbaldehyde). The reagents and catalysts are [Cl-].C(C1=CC=CC=C1)[N+]1=CSC(=C1C)CCO (3-benzyl-5-(2-hydroxyethyl)-4-methyl-1,3-thiazol-3-ium chloride). Solvent: C(C)N(CC)CC (triethylamine), C(C)(=O)OCC (ethyl acetate). Yields the product C1(CC1)S(=O)(=O)C1=CC=C(C=C1)C(C(CC(C(=O)C1=NC=C(C=C1)C(C(C)(C)O)O)C)=O)CC1CCOCC1 (5-[4-(cyclopropylsulfonyl)phenyl]-1-[5-(1,2-dihydroxy-2-methylpropyl)pyridin-2-yl]-2-methyl-6-(tetrahydro-2H-pyran-4-yl)hexane-1,4-dione). The yield is 76.4%. RXN SMILES: [CH:1]1([S:4]([C:7]2[CH:12]=[CH:11][C:10]([CH:13]([C:21](=[O:25])[CH:22]=[CH:23][CH3:24])[CH2:14][CH:15]3[CH2:20][CH2:19][O:18][CH2:17][CH2:16]3)=[CH:9][CH:8]=2)(=[O:6])=[O:5])[CH2:3][CH2:2]1.C(O)C.O1CCCC1.[OH:34][CH:35]([C:40]1[CH:41]=[CH:42][C:43]([CH:46]=[O:47])=[N:44][CH:45]=1)[C:36]([OH:39])([CH3:38])[CH3:37]>[Cl-].C([N+]1C(C)=C(CCO)SC=1)C1C=CC=CC=1.C(OCC)(=O)C.C(N(CC)CC)C>[CH:1]1([S:4]([C:7]2[CH:8]=[CH:9][C:10]([CH:13]([CH2:14][CH:15]3[CH2:20][CH2:19][O:18][CH2:17][CH2:16]3)[C:21](=[O:25])[CH2:22][CH:23]([CH3:24])[C:46]([C:43]3[CH:42]=[CH:41][C:40]([CH:35]([OH:34])[C:36]([OH:39])([CH3:37])[CH3:38])=[CH:45][N:44]=3)=[O:47])=[CH:11][CH:12]=2)(=[O:6])=[O:5])[CH2:2][CH2:3]1 |f:4.5|. Procedure details: To a solution of 2-[4-(cyclopropylsulfonyl)phenyl]-1-(tetrahydro-2H-pyran-4-yl)hex-4-en-3-one (200 mg) in a mixed solvent of ethanol (3 mL) and tetrahydrofuran (3 mL) were added 5-(1,2-dihydroxy-2-methylpropyl)pyridine-2-carbaldehyde (129 mg), 3-benzyl-5-(2-hydroxyethyl)-4-methyl-1,3-thiazol-3-ium chloride (16.4 mg) and triethylamine (33.2 μL), and the mixture was stirred with heating under reflux under argon m atmosphere for 3 hr. After cooling to room temperature, the reaction mixture was dilu... Starting materials: COC1CC(CCC1)O (3-methoxy-cyclohexanol), [Li+].C[Si](C)(C)[N-][Si](C)(C)C (LiHMDS), ice ethanol, FC1=C(C=CC(=C1)F)[N+](=O)[O-] (2,4-difluoro-1-nitro-benzene), [Li+].C[Si](C)(C)[N-][Si](C)(C)C (LiHMDS). The solvent is C1CCOC1 (THF). Reaction conditions: time 5 minute. The product is FC1=CC(=C(C=C1)[N+](=O)[O-])O[C@@H]1C[C@@H](CCC1)OC (4-Fluoro-2-(cis-3-methoxy-cyclohexyloxy)-1-nitro-benzene). Reaction SMILES: [Li+].C[Si]([N-][Si](C)(C)C)(C)C.[CH3:11][O:12][CH:13]1[CH2:18][CH2:17][CH2:16][CH:15]([OH:19])[CH2:14]1.F[C:21]1[CH:26]=[C:25]([F:27])[CH:24]=[CH:23][C:22]=1[N+:28]([O-:30])=[O:29]>C1COCC1>[F:27][C:25]1[CH:24]=[CH:23][C:22]([N+:28]([O-:30])=[O:29])=[C:21]([O:19][C@H:15]2[CH2:16][CH2:17][CH2:18][C@@H:13]([O:12][CH3:11])[CH2:14]2)[CH:26]=1 |f:0.1|. Procedure details: LiHMDS (1 M solution in THF; 5.0 ml) was added slowly to an ice/ethanol-cooled solution of 3-methoxy-cyclohexanol (7:3 mixture of cis- and trans-isomers; 601 mg) in THF (8 ml). Cooling was suspended after 5 minutes and the mixture was stirred for 15 minutes at room temperature before addition of 2,4-difluoro-1-nitro-benzene (482 μl). After 4 h another 1.5 ml of LiHMDS (1 M solution in THF) was added and the reaction mixture was stirred over night at room temperature. The reaction mixture was que... Starting materials: Cc1cc(Br)c(O)c(C(=O)CCc2ccc([N+](=O)[O-])cc2)c1, CCO, CCN(C(C)C)C(C)C, N=C(N)c1ccc(NN)cc1. The product is Cc1cc(Br)c(O)c(C(CCc2ccc([N+](=O)[O-])cc2)=NNc2ccc(C(=N)N)cc2)c1. RXN SMILES: [Br:1][c:2]1[c:3]([OH:22])[c:4]([C:9]([CH2:10][CH2:11][c:12]2[cH:13][cH:14][c:15]([N+:18](=[O:19])[O-:20])[cH:16][cH:17]2)=[O:21])[cH:5][c:6]([CH3:8])[cH:7]1.[CH3:43][CH2:44][OH:45].[CH:23]([N:24]([CH:25]([CH3:26])[CH3:27])[CH2:28][CH3:29])([CH3:30])[CH3:31].[NH:32]([NH2:33])[c:34]1[cH:35][cH:36][c:37]([C:38](=[NH:39])[NH2:40])[cH:41][cH:42]1>>[Br:1][c:2]1[c:3]([OH:22])[c:4]([C:9]([CH2:10][CH2:11][c:12]2[cH:13][cH:14][c:15]([N+:18](=[O:19])[O-:20])[cH:16][cH:17]2)=[N:33][NH:32][c:34]2[cH:35][cH:36][c:37]([C:38](=[NH:39])[NH2:40])[cH:41][cH:42]2)[cH:5][c:6]([CH3:8])[cH:7]1.